Dataset: the Open Reaction Database (ORD), a public repository of structured organic reaction records. Task: describe an organic reaction: reactants, conditions, products, and yield Reactants: C(C#C)(=O)OC (methyl propiolate), C(CCC)[Li] (n-butyllithium), COC1=CC=C(C=O)C=C1 (4-methoxybenzaldehyde), [Cl-].[NH4+] (ammonium chloride). The solvent is O1CCCC1 (tetrahydrofuran), O1CCCC1 (tetrahydrofuran). Conditions: time 10 minute. Yields the product OC(C#CC(=O)OC)C1=CC=C(C=C1)OC (methyl 4-hydroxy-4-(4-methoxyphenyl)-2-butynoate). Reaction SMILES: [C:1]([O:5][CH3:6])(=[O:4])[C:2]#[CH:3].C([Li])CCC.[CH3:12][O:13][C:14]1[CH:21]=[CH:20][C:17]([CH:18]=[O:19])=[CH:16][CH:15]=1.[Cl-].[NH4+]>O1CCCC1>[OH:19][CH:18]([C:17]1[CH:20]=[CH:21][C:14]([O:13][CH3:12])=[CH:15][CH:16]=1)[C:3]#[C:2][C:1]([O:5][CH3:6])=[O:4] |f:3.4|. Procedure details: A solution of 5 ml (60 mmol) of methyl propiolate in 60 ml of tetrahydrofuran was treated at -78° under argon with 37.5 ml of n-butyllithium (1.6M in hexane). The mixture was stirred at -78° for 10 minutes and then a solution of 7.3 ml (60 mmol) of 4-methoxybenzaldehyde in 70 ml of tetrahydrofuran was added within 30 minutes. The reaction mixture was stirred at -78° for a further 20 minutes, then brought to room temperature and treated with 80 ml of saturated ammonium chloride solution. The aque... RXN SMILES: [CH:1]1[CH:2]=[CH:3][C:4]([C@H:7]2[O:9][C@@H:8]2[C:10]2[CH:11]=[CH:12][CH:13]=[CH:14][CH:15]=2)=[CH:5][CH:6]=1.[CH2:16]([O:18][CH2:19][CH2:20][NH2:21])[CH3:17]>>[CH2:16]([O:18][CH2:19][CH2:20][NH:21][CH:7]([C:4]1[CH:3]=[CH:2][CH:1]=[CH:6][CH:5]=1)[CH:8]([C:10]1[CH:11]=[CH:12][CH:13]=[CH:14][CH:15]=1)[OH:9])[CH3:17]. The reactants are C=1C=CC(=CC1)[C@@H]2[C@H](O2)C=3C=CC=CC3 (trans-stilbene oxide), C(C)OCCN (2-ethoxyethylamine). Yields the product C(C)OCCNC(C(O)C1=CC=CC=C1)C1=CC=CC=C1 (β-[(2-Ethoxyethyl)amino]-α-phenylbenzeneethanol). Procedure: A mixture of trans-stilbene oxide (1.96 g, 0.010 mole) and 2-ethoxyethylamine (2.67 g, 0.030 mole) was heated at 140° C. for 6 hours. After standing at ambient temperature for 10 hours, the solidified reaction mixture was triturated with isooctane and filtered to give 2.28 g of white solid (80%) which was recrystallized from isooctane, m.p. 128°-130° C. Conditions: temperature 140 celsius, time 10 hour. The yield is 79.9%.